Dataset: the Open Reaction Database (ORD), a public repository of structured organic reaction records. Task: describe an organic reaction: reactants, conditions, products, and yield Reactants: C(C)OC(=O)C1=NC2=CC(=CC=C2C(=C1)OCC(=O)N1CCN(CC1)C(=O)OC(C)(C)C)C (4-[2-(4-tert-Butoxycarbonyl-piperazin-1-yl)-2-oxo-ethoxy]-7-methyl-quinoline-2-carboxylic acid ethyl ester), [OH-].[Na+] (NaOH). The solvent is C1CCOC1 (THF). Conditions: time 2 hour. Yields the product C(C)(C)(C)OC(=O)N1CCN(CC1)C(COC1=CC(=NC2=CC(=CC=C12)C)C(=O)O)=O (4-[2-(4-tert-Butoxycarbonyl-piperazin-1-yl)-2-oxo-ethoxy]-7-methyl-quinoline-2-carboxylic acid). Reaction SMILES: C([O:3][C:4]([C:6]1[CH:15]=[C:14]([O:16][CH2:17][C:18]([N:20]2[CH2:25][CH2:24][N:23]([C:26]([O:28][C:29]([CH3:32])([CH3:31])[CH3:30])=[O:27])[CH2:22][CH2:21]2)=[O:19])[C:13]2[C:8](=[CH:9][C:10]([CH3:33])=[CH:11][CH:12]=2)[N:7]=1)=[O:5])C.[OH-].[Na+]>C1COCC1>[C:29]([O:28][C:26]([N:23]1[CH2:22][CH2:21][N:20]([C:18](=[O:19])[CH2:17][O:16][C:14]2[C:13]3[C:8](=[CH:9][C:10]([CH3:33])=[CH:11][CH:12]=3)[N:7]=[C:6]([C:4]([OH:5])=[O:3])[CH:15]=2)[CH2:25][CH2:24]1)=[O:27])([CH3:32])([CH3:30])[CH3:31] |f:1.2|. Procedure: To a solution of 988 mg 4-[2-(4-tert-Butoxycarbonyl-piperazin-1-yl)-2-oxo-ethoxy]-7-methyl-quinoline-2-carboxylic acid ethyl ester in 10 ml THF were added 2.2 ml aqueous NaOH (1 M) at 0° C. After 2 h the mixture was brought to pH 4 by using Amberlite IR-120 ion exchange resin. The reaction mixture was filtered and concentrated and the crude product obtained used in the next step without further purification. Yield: 925 mg. Reactants: BrC1=CC2=C(N3C4=C(C(N2)=O)C=CC=C4C=C3)C=C1 (9-bromobenzo[b]pyrrolo[3,2,1-jk][1,4]benzodiazepin-6(7H)-one), COC1=CC=C(C=C1)P1(SP(S1)=S)=S (4-methoxyphenyl-1,3-dithia-2,4-diphosphetane-2,4-disulfide). Solvent: C1(=CC=CC=C1)C (toluene). Run at time 8 hour. Product: BrC1=CC2=C(N3C4=C(C(N2)=S)C=CC=C4C=C3)C=C1 (9-Bromo-benzo[b]pyrrolo[3,2,1-jk][1,4]benzodiazepin-6(7H)-thione). Isolated yield 71.5%. Reaction SMILES: [Br:1][C:2]1[CH:19]=[CH:18][C:5]2[N:6]3[CH:17]=[CH:16][C:15]4[C:7]3=[C:8]([CH:12]=[CH:13][CH:14]=4)[C:9](=O)[NH:10][C:4]=2[CH:3]=1.COC1C=CC(P2(=S)SP(=S)[S:29]2)=CC=1>C1(C)C=CC=CC=1>[Br:1][C:2]1[CH:19]=[CH:18][C:5]2[N:6]3[CH:17]=[CH:16][C:15]4[C:7]3=[C:8]([CH:12]=[CH:13][CH:14]=4)[C:9](=[S:29])[NH:10][C:4]=2[CH:3]=1. Procedure: A mixture of 9-bromobenzo[b]pyrrolo[3,2,1-jk][1,4]benzodiazepin-6(7H)-one (12.8 g), 2,4-bis(4-methoxyphenyl-1,3-dithia-2,4-diphosphetane-2,4-disulfide (8.3 g), and toluene (500 ml) was refluxed for 2 hrs. The reaction mixture was allowed to stand overnight at room temperature. The precipitate was collected, washed with hexane, and dried overnight under vacuum at 40° C. to provide 9.6 g, (71.5%) of product. Recrystallization from chloroform gave the analytical sample, mp 214°-215° C. Reactants: N#CCBr, O=C([O-])O, O=c1[nH]c2cc(Cl)ccc2c(O)c1-c1ccccc1, [Na+], CN(C)C=O, O. Product: N#CCOc1c(-c2ccccc2)c(=O)[nH]c2cc(Cl)ccc12. Reaction SMILES: [Br:25][CH2:26][C:27]#[N:28].[C:20](=[O:21])([O-:22])[OH:23].[Cl:1][c:2]1[cH:3][cH:4][c:5]2[c:6]([OH:19])[c:7](-[c:13]3[cH:14][cH:15][cH:16][cH:17][cH:18]3)[c:8](=[O:12])[nH:9][c:10]2[cH:11]1.[Na+:24].[O:30]=[CH:31][N:32]([CH3:33])[CH3:34].[OH2:29]>>[Cl:1][c:2]1[cH:3][cH:4][c:5]2[c:6]([O:19][CH2:26][C:27]#[N:28])[c:7](-[c:13]3[cH:14][cH:15][cH:16][cH:17][cH:18]3)[c:8](=[O:12])[nH:9][c:10]2[cH:11]1. Starting materials: ClC(=O)OCC1=CC=CC=C1 (benzyl chloroformate), ice, NC1=CC=C(C=C1)O (4-aminophenol). The solvent is C1CCOC1 (THF), C1CCOC1 (THF). Reaction conditions: time 2 hour. Product: C(C1=CC=CC=C1)OC(=O)NC1=CC=C(C=C1)O (4-benzyloxycarbonylaminophenol). Reaction SMILES: Cl[C:2]([O:4][CH2:5][C:6]1[CH:11]=[CH:10][CH:9]=[CH:8][CH:7]=1)=[O:3].[NH2:12][C:13]1[CH:18]=[CH:17][C:16]([OH:19])=[CH:15][CH:14]=1>C1COCC1>[CH2:5]([O:4][C:2]([NH:12][C:13]1[CH:18]=[CH:17][C:16]([OH:19])=[CH:15][CH:14]=1)=[O:3])[C:6]1[CH:11]=[CH:10][CH:9]=[CH:8][CH:7]=1. Procedure details: A solution of benzyl chloroformate (14 ml) in THF (30 ml) was added dropwise over 40 minutes to an ice-cold solution of 4-aminophenol (11 g) in THF (500 ml), the temperature of the reaction mixture being maintained at 0°-5° C. On completion of the addition, the reaction mixture was stirred at ambient temperature for 2 hours and the precipitated solid was collected and crystallised from a mixture of ethyl acetate and hexane to give 4-benzyloxycarbonylaminophenol (11.3 g) as a white solid: m.p. 15... Starting materials: NC(=O)C1CCc2cc(S(=O)(=O)Cl)ccc2O1, Nc1ccc(-n2nnn(CCCC3CCCC3)c2=O)cc1, C1CCOC1, c1ccncc1. The product is NC(=O)C1CCc2cc(S(=O)(=O)Nc3ccc(-n4nnn(CCCC5CCCC5)c4=O)cc3)ccc2O1. RXN SMILES: [C:28]([NH2:29])(=[O:30])[CH:31]1[O:32][c:33]2[cH:34][cH:35][c:36]([S:41](=[O:42])(=[O:43])[Cl:44])[cH:37][c:38]2[CH2:39][CH2:40]1.[NH2:7][c:8]1[cH:9][cH:10][c:11](-[n:14]2[n:15][n:16][n:17]([CH2:20][CH2:21][CH2:22][CH:23]3[CH2:24][CH2:25][CH2:26][CH2:27]3)[c:18]2=[O:19])[cH:12][cH:13]1.[O:45]1[CH2:46][CH2:47][CH2:48][CH2:49]1.[cH:1]1[cH:2][cH:3][n:4][cH:5][cH:6]1>>[NH:7]([c:8]1[cH:9][cH:10][c:11](-[n:14]2[n:15][n:16][n:17]([CH2:20][CH2:21][CH2:22][CH:23]3[CH2:24][CH2:25][CH2:26][CH2:27]3)[c:18]2=[O:19])[cH:12][cH:13]1)[S:41]([c:36]1[cH:35][cH:34][c:33]2[c:38]([cH:37]1)[CH2:39][CH2:40][CH:31]([C:28]([NH2:29])=[O:30])[O:32]2)(=[O:42])=[O:43]. Product: CC=1C=C(OCCOC2=CC=3CCCCC3C=C2)C=CC1 (2-[2-(3-methylphenoxy)ethoxy]-5,6,7,8-tetrahydronaphthalene). The solvent is O (water). Procedure: 4.0 g (0.06 mol) of 85% potassium hydroxide was dissolved in 25 g of distilled water and 7.4 g (0.05 mol) of 5,6,7,8-tetrahydro-β-naphthol was dissolved in the formed solution. 8.5 g (0.05 mol) of 2-(3-methylphenoxy)ethyl chloride was added to the solution and the mixture was stirred under reflux for 3 h. Starting materials: C1=C(C=CC=2CCCCC12)O (5,6,7,8-tetrahydro-β-naphthol), [OH-].[K+] (potassium hydroxide), CC=1C=C(OCCCl)C=CC1 (2-(3-methylphenoxy)ethyl chloride). Reaction SMILES: [OH-].[K+].[CH:3]1[C:12]2[CH2:11][CH2:10][CH2:9][CH2:8][C:7]=2[CH:6]=[CH:5][C:4]=1[OH:13].[CH3:14][C:15]1[CH:16]=[C:17]([CH:22]=[CH:23][CH:24]=1)[O:18][CH2:19][CH2:20]Cl>O>[CH3:14][C:15]1[CH:16]=[C:17]([CH:22]=[CH:23][CH:24]=1)[O:18][CH2:19][CH2:20][O:13][C:4]1[CH:5]=[CH:6][C:7]2[CH2:8][CH2:9][CH2:10][CH2:11][C:12]=2[CH:3]=1 |f:0.1|.